Task: describe an organic reaction: reactants, conditions, products, and yield. Dataset: the Open Reaction Database (ORD), a public repository of structured organic reaction records Reactants: FC1=CC=C(C=C1)C(=O)C1=C(C=CC(=C1)OC1=C(C=C(C=C1C)[N+](=O)[O-])C)OC ((4-fluorophenyl)[2-methoxy-5-(2,6-dimethyl-4-nitrophenoxy)phenyl]methanone), C(C)[SiH](CC)CC (triethylsilane). The solvent is C(Cl)Cl (methylene chloride), FC(C(=O)O)(F)F (trifluoroacetic acid), CCOCC (ether). Reaction conditions: time 8 hour. Yields the product FC1=CC=C(C=C1)CC1=C(C=CC(=C1)OC1=C(C=C(C=C1C)[N+](=O)[O-])C)OC (1-[(4-fluorophenyl)methyl]-2-methoxy-5-(2,6-dimethyl-4-nitrophenoxy)benzene). RXN SMILES: [F:1][C:2]1[CH:7]=[CH:6][C:5]([C:8]([C:10]2[CH:15]=[C:14]([O:16][C:17]3[C:22]([CH3:23])=[CH:21][C:20]([N+:24]([O-:26])=[O:25])=[CH:19][C:18]=3[CH3:27])[CH:13]=[CH:12][C:11]=2[O:28][CH3:29])=O)=[CH:4][CH:3]=1.C([SiH](CC)CC)C>C(Cl)Cl.FC(F)(F)C(O)=O.CCOCC>[F:1][C:2]1[CH:3]=[CH:4][C:5]([CH2:8][C:10]2[CH:15]=[C:14]([O:16][C:17]3[C:22]([CH3:23])=[CH:21][C:20]([N+:24]([O-:26])=[O:25])=[CH:19][C:18]=3[CH3:27])[CH:13]=[CH:12][C:11]=2[O:28][CH3:29])=[CH:6][CH:7]=1. Procedure details: To a solution of 2.2 g (5.55 mmol) of (4-fluorophenyl)[2-methoxy-5-(2,6-dimethyl-4-nitrophenoxy)phenyl]methanone in 10 ml methylene chloride and 3 ml trifluoroacetic acid is added 2.1 g (18.0 mmol) of triethylsilane. The solution is stirred overnight at room temperature, then diluted with ether (100 ml) and washed with water, 5% aqueous sodium carbonate, water, dried (CaSO4) and evaporated. The residual oil is flash chromatographed to give 1-[(4-fluorophenyl)methyl]-2-methoxy-5-(2,6-dimethyl-4-n...